Dataset: the Open Reaction Database (ORD), a public repository of structured organic reaction records. Task: describe an organic reaction: reactants, conditions, products, and yield The reactants are NC(CC(C(=O)OCC)C)C1=C(C=CC=C1F)OCC (ethyl 4-amino-4-(2-ethoxy-6-fluorophenyl)-2-methylbutanoate), FC(OC1=CC=C(C=O)C=C1)F (4-(difluoromethoxy)benzaldehyde). Product: FC(OC1=CC=C(CN2C(C(CC2C2=C(C=CC=C2F)OCC)C)=O)C=C1)F (1-(4-(difluoromethoxy)benzyl)-5-(2-ethoxy-6-fluorophenyl)-3-methylpyrrolidin-2-one). Reaction SMILES: [NH2:1][CH:2]([C:11]1[C:16]([F:17])=[CH:15][CH:14]=[CH:13][C:12]=1[O:18][CH2:19][CH3:20])[CH2:3][CH:4]([CH3:10])[C:5]([O:7]CC)=O.[F:21][CH:22]([F:32])[O:23][C:24]1[CH:31]=[CH:30][C:27]([CH:28]=O)=[CH:26][CH:25]=1>>[F:21][CH:22]([F:32])[O:23][C:24]1[CH:31]=[CH:30][C:27]([CH2:28][N:1]2[CH:2]([C:11]3[C:16]([F:17])=[CH:15][CH:14]=[CH:13][C:12]=3[O:18][CH2:19][CH3:20])[CH2:3][CH:4]([CH3:10])[C:5]2=[O:7])=[CH:26][CH:25]=1. Procedure: Prepared according to the described general procedure 2 (GP2) by reaction of ethyl 4-amino-4-(2-ethoxy-6-fluorophenyl)-2-methylbutanoate with commercially available 4-(difluoromethoxy)benzaldehyde. Subsequent purification by preparative HPLC afforded the target compound. LC-MS (conditions A): tR=0.90 min.; [M+H]+: 394.01 g/mol.